This data is from the Open Reaction Database (ORD), a public repository of structured organic reaction records. The task is: describe an organic reaction: reactants, conditions, products, and yield Reactants: C(C1=CC=CC=C1)N1N=C(C(=C1)C(=O)OCC)OCC1=CC(=C(C=C1)OCC=1N=C(OC1C)C=1OC=CC1)OC (ethyl 1-benzyl-3-[(4-{[2-(2-furyl)-5-methyl-1,3-oxazol-4-yl]methoxy}-3-methoxybenzyl)oxy]-1H-pyrazole-4-carboxylate), [H-].[Al+3].[Li+].[H-].[H-].[H-] (lithium aluminum hydride), O.O.O.O.O.O.O.O.O.O.S(=O)(=O)([O-])[O-].[Na+].[Na+] (Sodium sulfate decahydrate). Solvent: C(C)(=O)OCC (ethyl acetate), O1CCCC1 (tetrahydrofuran). Reaction conditions: time 3 hour. The product is C(C1=CC=CC=C1)N1N=C(C(=C1)CO)OCC1=CC(=C(C=C1)OCC=1N=C(OC1C)C=1OC=CC1)OC ((1-benzyl-3-[(4-{[2-(2-furyl)-5-methyl-1,3-oxazol-4-yl]methoxy)-3-methoxybenzyl)oxy]-1H-pyrazol-4-yl}methanol). Yield: 96.5%. As a reaction SMILES: [CH2:1]([N:8]1[CH:12]=[C:11]([C:13](OCC)=[O:14])[C:10]([O:18][CH2:19][C:20]2[CH:25]=[CH:24][C:23]([O:26][CH2:27][C:28]3[N:29]=[C:30]([C:34]4[O:35][CH:36]=[CH:37][CH:38]=4)[O:31][C:32]=3[CH3:33])=[C:22]([O:39][CH3:40])[CH:21]=2)=[N:9]1)[C:2]1[CH:7]=[CH:6][CH:5]=[CH:4][CH:3]=1.[H-].[Al+3].[Li+].[H-].[H-].[H-].O.O.O.O.O.O.O.O.O.O.S([O-])([O-])(=O)=O.[Na+].[Na+]>O1CCCC1.C(OCC)(=O)C>[CH2:1]([N:8]1[CH:12]=[C:11]([CH2:13][OH:14])[C:10]([O:18][CH2:19][C:20]2[CH:25]=[CH:24][C:23]([O:26][CH2:27][C:28]3[N:29]=[C:30]([C:34]4[O:35][CH:36]=[CH:37][CH:38]=4)[O:31][C:32]=3[CH3:33])=[C:22]([O:39][CH3:40])[CH:21]=2)=[N:9]1)[C:2]1[CH:3]=[CH:4][CH:5]=[CH:6][CH:7]=1 |f:1.2.3.4.5.6,7.8.9.10.11.12.13.14.15.16.17.18.19|. Procedure: To a solution of ethyl 1-benzyl-3-[(4-{[2-(2-furyl)-5-methyl-1,3-oxazol-4-yl]methoxy}-3-methoxybenzyl)oxy]-1H-pyrazole-4-carboxylate (1.46 g) in tetrahydrofuran (50 mL) was added lithium aluminum hydride (0.10 g) at 0° C. and the mixture was stirred at room temperature for 3 hrs. Sodium sulfate decahydrate (0.87 g) was added to the reaction mixture and the mixture was stirred at room temperature for 30 min. The reaction mixture was diluted with ethyl acetate and the precipitate was filtered off.... Reactants: CNOC, O=C(Cl)C(=O)Cl, Cl, O=C(O)c1cccc(F)c1F, c1ccncc1. Yields the product CON(C)C(=O)c1cccc(F)c1F. As a reaction SMILES: [CH3:13][NH:14][O:15][CH3:16].[Cl:17][C:18]([C:19]([Cl:20])=[O:21])=[O:22].[ClH:12].[F:1][c:2]1[c:3]([C:4](=[O:5])[OH:6])[cH:7][cH:8][cH:9][c:10]1[F:11].[cH:23]1[cH:24][cH:25][n:26][cH:27][cH:28]1>>[F:1][c:2]1[c:3]([C:4](=[O:5])[N:14]([CH3:13])[O:15][CH3:16])[cH:7][cH:8][cH:9][c:10]1[F:11]. The reactants are O=C=Nc1ccc(Cl)c(Cl)c1, ClCCl, CC1NCCN(CCCC(=O)N2CCC3(CC3)C(O)C2)C1=O. Product: CC1C(=O)N(CCCC(=O)N2CCC3(CC3)C(O)C2)CCN1C(=O)Nc1ccc(Cl)c(Cl)c1. As a reaction SMILES: [Cl:23][c:24]1[cH:25][c:26]([N:31]=[C:32]=[O:33])[cH:27][cH:28][c:29]1[Cl:30].[Cl:34][CH2:35][Cl:36].[OH:1][CH:2]1[C:3]2([CH2:4][CH2:5]2)[CH2:6][CH2:7][N:8]([C:10]([CH2:11][CH2:12][CH2:13][N:14]2[C:15](=[O:21])[CH:16]([CH3:20])[NH:17][CH2:18][CH2:19]2)=[O:22])[CH2:9]1>>[OH:1][CH:2]1[C:3]2([CH2:4][CH2:5]2)[CH2:6][CH2:7][N:8]([C:10]([CH2:11][CH2:12][CH2:13][N:14]2[C:15](=[O:21])[CH:16]([CH3:20])[N:17]([C:32]([NH:31][c:26]3[cH:25][c:24]([Cl:23])[c:29]([Cl:30])[cH:28][cH:27]3)=[O:33])[CH2:18][CH2:19]2)=[O:22])[CH2:9]1. The reactants are CC(=O)OC(C)=O, Cc1cc(O)c(C)c2c1NC(C)(C)C2, O=CO, Cl, [Na+], [OH-]. Yields the product Cc1cc(O)c(C)c2c1N(C=O)C(C)(C)C2. As a reaction SMILES: [CH3:1][C:2](=[O:3])[O:4][C:5](=[O:6])[CH3:7].[CH3:8][C:9]1([CH3:21])[NH:10][c:11]2[c:12]([CH3:20])[cH:13][c:14]([OH:19])[c:15]([CH3:18])[c:16]2[CH2:17]1.[CH:25]([OH:26])=[O:27].[ClH:24].[Na+:23].[OH-:22]>>[CH:2](=[O:3])[N:10]1[C:9]([CH3:8])([CH3:21])[CH2:17][c:16]2[c:11]1[c:12]([CH3:20])[cH:13][c:14]([OH:19])[c:15]2[CH3:18]. The reactants are CCOCC (ether), ClC=1C=C(C=C(C1)Cl)N1C=CC2=CC=CC=C12 (1-(3,5-Dichlorophenyl)-1H-indole), ClN1C(CCC1=O)=O (N-chlorosuccinimide). The solvent is P(O)(O)(O)=O (phosphoric acid), O (water), C(C)(=O)O (acetic acid), O (water). Product: ClC=1C=C(C=C(C1)Cl)N1C(CC2=CC=CC=C12)=O (1-(3,5-dichlorophenyl)-1,3-dihydro-indol-2-one). Isolated yield 70.9%. As a reaction SMILES: [Cl:1][C:2]1[CH:3]=[C:4]([N:9]2[C:17]3[C:12](=[CH:13][CH:14]=[CH:15][CH:16]=3)[CH:11]=[CH:10]2)[CH:5]=[C:6]([Cl:8])[CH:7]=1.ClN1C(=[O:24])CCC1=O.CCOCC>C(O)(=O)C.P(=O)(O)(O)O.O>[Cl:1][C:2]1[CH:3]=[C:4]([N:9]2[C:17]3[C:12](=[CH:13][CH:14]=[CH:15][CH:16]=3)[CH2:11][C:10]2=[O:24])[CH:5]=[C:6]([Cl:8])[CH:7]=1. Procedure: To a solution of 7.8 g (29.9 mmol) of 1-(3,5-Dichlorophenyl)-1H-indole in 50 mL of acetic acid was added 4.0 g (30.1 mmol) of N-chlorosuccinimide. The mixture was warmed at reflux for 1hr, when TLC indicated the disappearance of starting material. The mixture was cooled and diluted with 16 mL of 70% aqueous phosphoric acid and 4 mL of water and warmed at reflux for 6 hr. The reaction was then cooled to afford a precipitate which was diluted with 50 mL of water and collected by filtration. The so... The solvent is CO (methanol), O (water), O (water). Reaction SMILES: [F:1][CH:2]([F:35])[O:3][C:4]1[N:8]([CH3:9])[N:7]=[C:6]([C:10]([F:13])([F:12])[F:11])[C:5]=1[C:14]1[C:23](=[O:24])[N:22]([CH2:25][CH:26]([F:28])[F:27])[C:17]2=[N:18][CH:19]=[CH:20][N:21]=[C:16]2[C:15]=1[O:29]C(=O)C(C)C.[OH-].[Na+].Cl>CO.O>[F:35][CH:2]([F:1])[O:3][C:4]1[N:8]([CH3:9])[N:7]=[C:6]([C:10]([F:12])([F:13])[F:11])[C:5]=1[C:14]1[C:23](=[O:24])[N:22]([CH2:25][CH:26]([F:27])[F:28])[C:17]2=[N:18][CH:19]=[CH:20][N:21]=[C:16]2[C:15]=1[OH:29] |f:1.2|. Reactants: FC(OC1=C(C(=NN1C)C(F)(F)F)C1=C(C=2C(=NC=CN2)N(C1=O)CC(F)F)OC(C(C)C)=O)F (isobutyric acid 7-(5-difluoromethoxy-1-methyl-3-trifluoromethyl-1H-pyrazol-4-yl)-5-(2,2-difluoro-ethyl)-6-oxo-5,6-dihydro-pyrido[2,3-b]pyrazin-8-yl ester), [OH-].[Na+] (sodium hydroxide), Cl (hydrochloric acid). Procedure details: A solution of isobutyric acid 7-(5-difluoromethoxy-1-methyl-3-trifluoromethyl-1H-pyrazol-4-yl)-5-(2,2-difluoroethyl)-6-oxo-5,6-dihydro-pyrido[2,3-b]pyrazin-8-yl ester (Example 2.8) (0.138 g), sodium hydroxide (0.022 g) in methanol (4 ml) and water (1 ml) were stirred at ambient temperature for 3 hours. The reaction mixture was poured into water and neutralised by addition of aqueous hydrochloric acid (2M). The mixture was extracted with ethyl acetate. The organic phase was washed with water, aqu... Product: FC(OC1=C(C(=NN1C)C(F)(F)F)C1=C(C=2C(=NC=CN2)N(C1=O)CC(F)F)O)F (7-(5-difluoromethoxy-1-methyl-3-trifluoromethyl-1H-pyrazol-4-yl)-5-(2,2-difluoro-ethyl)-8-hydroxy-5H-pyrido[2,3-b]pyrazin-6-one).